Dataset: the Open Reaction Database (ORD), a public repository of structured organic reaction records. Task: describe an organic reaction: reactants, conditions, products, and yield Reactants: S(O)(O)(=O)=O (sulfuric acid), O1C2C13CC[C@H]1[C@@H]4CC[C@H]([C@@H](CO)C)[C@]4(CC[C@@H]1[C@]3(CCC2=O)C)C ((20S)-4,5-epoxy-21-hydroxy-20-methylpregnan-3-one), [N-]=[N+]=[N-] (azide), [N-]=[N+]=[N-].[Na+] (sodium azide). Reported procedure: A solution of (20S)-4,5-epoxy-21-hydroxy-20-methylpregnan-3-one (7.7 mmole) in dimethyl sulfoxide (40 mL), under a nitrogen atmosphere, was placed in an oil bath heated at 60° C. The solution was stirred vigorously as sodium azide (8.11 g, 0.338 mole) was slowly added. After the addition of the azide was complete, concentrated sulfuric acid (0.54 mL) was added. The bath temperature was raised to 100° C. and the reaction was stirred at this temperature for 90 minutes. The reaction was removed fro... Yields the product NC1=C2C=C[C@H]3[C@@H]4CC[C@H]([C@@H](CO)C)[C@]4(CC[C@@H]3[C@]2(CCC1=O)C)C ((20S)-4-amino-21-hydroxy-20-methylpregna-4,6-dien-3-one). RXN SMILES: O1[C:3]23[C@:19]([CH3:24])([CH2:20][CH2:21][C:22](=[O:23])[CH:2]12)[C@@H:18]1[C@H:6]([C@H:7]2[C@:15]([CH3:25])([CH2:16][CH2:17]1)[C@@H:10]([C@H:11]([CH3:14])[CH2:12][OH:13])[CH2:9][CH2:8]2)[CH2:5][CH2:4]3.[N-:26]=[N+]=[N-].[Na+].[N-]=[N+]=[N-].S(=O)(=O)(O)O>CS(C)=O>[NH2:26][C:2]1[C:22](=[O:23])[CH2:21][CH2:20][C@@:19]2([CH3:24])[C:3]=1[CH:4]=[CH:5][C@@H:6]1[C@@H:18]2[CH2:17][CH2:16][C@@:15]2([CH3:25])[C@H:7]1[CH2:8][CH2:9][C@@H:10]2[C@H:11]([CH3:14])[CH2:12][OH:13] |f:1.2|. Solvent: CS(=O)C (dimethyl sulfoxide). Run at temperature 60 celsius, time 90 minute.